Dataset: the Open Reaction Database (ORD), a public repository of structured organic reaction records. Task: describe an organic reaction: reactants, conditions, products, and yield Reactants: [Si](C)(C)(C(C)(C)C)OC(C)C=1OC(C2=CC=CC=C2C1C=O)=O (3-(1-((tert-butyldimethylsilyl)oxy)ethyl)-1-oxo-1H-isochromene-4-carbaldehyde), N1CCOCC1 (morpholine), C(C)(=O)O[BH-](OC(C)=O)OC(C)=O.[Na+] (Sodium triacetoxyborohydride), C(C)(=O)O (acetic acid). Run in C(Cl)Cl (DCM), [O-]S(=O)(=O)[O-].[Na+].[Na+] (Na2SO4). Reaction conditions: time 10 minute. The product is [Si](C)(C)(C(C)(C)C)OC(C)C=1OC(C2=CC=CC=C2C1CN1CCOCC1)=O (3-(1-((tert-butyldimethylsilyl)oxy)ethyl)-4-(morpholinomethyl)-1H-isochromen-1-one). The yield is 33.3%. RXN SMILES: [Si:1]([O:8][CH:9]([C:11]1[O:12][C:13](=[O:23])[C:14]2[C:19]([C:20]=1[CH:21]=O)=[CH:18][CH:17]=[CH:16][CH:15]=2)[CH3:10])([C:4]([CH3:7])([CH3:6])[CH3:5])([CH3:3])[CH3:2].[NH:24]1[CH2:29][CH2:28][O:27][CH2:26][CH2:25]1.C(O[BH-](OC(=O)C)OC(=O)C)(=O)C.[Na+].C(O)(=O)C>C(Cl)Cl.[O-]S([O-])(=O)=O.[Na+].[Na+]>[Si:1]([O:8][CH:9]([C:11]1[O:12][C:13](=[O:23])[C:14]2[C:19]([C:20]=1[CH2:21][N:24]1[CH2:29][CH2:28][O:27][CH2:26][CH2:25]1)=[CH:18][CH:17]=[CH:16][CH:15]=2)[CH3:10])([C:4]([CH3:7])([CH3:5])[CH3:6])([CH3:3])[CH3:2] |f:2.3,6.7.8|. Procedure: To a solution of 3-(1-((tert-butyldimethylsilyl)oxy)ethyl)-1-oxo-1H-isochromene-4-carbaldehyde (Intermediate B59.2, 0.5 g, 1.5 mmol) and morpholine (0.12 ml, 1.35 mmol) in DCM (20 ml), dry Na2SO4 was added and the mixture stirred RT for 10 min. Sodium triacetoxyborohydride (0.286 g, 2.25 mmol) and acetic acid (0.09 ml, 1.5 mmol) were added and the reaction mixture was stirred for 24 h at RT. The reaction was quenched by the addition of 2M HCl (3 ml), the heterogeneous mixture was filtered and th... Reactants: Cl (hydrochloric acid), FC1=CC=C(O[C@H]2C[C@H](C2)C(=O)OCC)C=C1 (ethyl cis-3-(4-fluorophenoxy)cyclobutanecarboxylate), CO (Methanol), [H-].C(C(C)C)[Al+]CC(C)C (diisobutylaluminum hydride). Solvent: C(Cl)Cl (methylene chloride). Run at time 0.5 hour. Yields the product FC1=CC=C(O[C@H]2C[C@H](C2)C=O)C=C1 (cis-3-(4-Fluorophenoxy)cyclobutanecarbaldehyde). The yield is 77.4%. As a reaction SMILES: [F:1][C:2]1[CH:17]=[CH:16][C:5]([O:6][C@@H:7]2[CH2:10][C@H:9]([C:11](OCC)=[O:12])[CH2:8]2)=[CH:4][CH:3]=1.[H-].C([Al+]CC(C)C)C(C)C.CO.Cl>C(Cl)Cl>[F:1][C:2]1[CH:17]=[CH:16][C:5]([O:6][C@@H:7]2[CH2:10][C@H:9]([CH:11]=[O:12])[CH2:8]2)=[CH:4][CH:3]=1 |f:1.2|. Reported procedure: To a solution of ethyl cis-3-(4-fluorophenoxy)cyclobutanecarboxylate (5.07 g, 21.3 mmol) in dry methylene chloride (100 ml) cooled to -78° C. was added dropwise diisobutylaluminum hydride (23.7 ml, 22.0 mmol, 0.93M in hexane) under an argon atmosphere. After completion of addition, the mixture was stirred at the same temperature for 0.5 h. Methanol (5 ml) was carefully added to the reaction mixture at -78° C. and the whole allowed to warm to room temperature over 1 h. 2N aqueous hydrochloric aci... The reactants are C(#N)C1=C(C=CC=2CCCCC12)NS(=O)(=O)C1=CC=CC=C1 (N-(1-cyano-5,6,7,8-tetrahydronaphthalen-2-yl)benzenesulfonamide), C(CCC)[Sn](CCCC)(CCCC)Cl (Tri-n-butyl tin chloride), [N-]=[N+]=[N-].[Na+] (sodium azide), C(#N)C1=C(C=CC=2CCCCC12)NS(=O)(=O)C1=CC=CC=C1 (N-(1-cyano-5,6,7,8-tetrahydronaphthalen-2-yl)benzenesulfonamide), Cl (hydrochloric acid). The reagents and catalysts are [Br-].C(CCC)[N+](CCCC)(CCCC)CCCC (Tetra-butyl ammonium bromide). Run in CN(C)C=O (DMF). Conditions: temperature 220 celsius, time 5 minute. Yields the product N1N=NN=C1C1=C(C=CC=2CCCCC12)NS(=O)(=O)C1=CC=CC=C1 (N-[1-(1H-Tetrazol-5-yl)-5,6,7,8-tetrahydronaphthalen-2-yl]-benzenesulfonamide). Yield: 5.0%. As a reaction SMILES: C([Sn](Cl)(CCCC)CCCC)CCC.[N-:15]=[N+:16]=[N-:17].[Na+].[C:19]([C:21]1[C:30]2[CH2:29][CH2:28][CH2:27][CH2:26][C:25]=2[CH:24]=[CH:23][C:22]=1[NH:31][S:32]([C:35]1[CH:40]=[CH:39][CH:38]=[CH:37][CH:36]=1)(=[O:34])=[O:33])#[N:20].Cl>CN(C=O)C.[Br-].C([N+](CCCC)(CCCC)CCCC)CCC>[NH:15]1[C:19]([C:21]2[C:30]3[CH2:29][CH2:28][CH2:27][CH2:26][C:25]=3[CH:24]=[CH:23][C:22]=2[NH:31][S:32]([C:35]2[CH:36]=[CH:37][CH:38]=[CH:39][CH:40]=2)(=[O:34])=[O:33])=[N:20][N:17]=[N:16]1 |f:1.2,6.7|. Reported procedure: Tri-n-butyl tin chloride (0.16 mL) was added to a solution of sodium azide (0.039 g) in DMF (0.6 mL) and the mixture was stirred for 5 minutes. Tetra-butyl ammonium bromide (0.0065 g) was then added, followed by N-(1-cyano-5,6,7,8-tetrahydronaphthalen-2-yl)benzenesulfonamide (Intermediate 1, 0.177 g). The mixture was heated by microwave irradiation at 220° C. for 1 hour. The solution was then acidified with 1N hydrochloric acid and the products were extracted into DCM, dried with magnesium sulfa... The yield is 87.5%. As a reaction SMILES: [Br:1][C:2]1[S:6][C:5]([CH:7]([C:9]2[CH:14]=[CH:13][CH:12]=[C:11]([F:15])[CH:10]=2)O)=[CH:4][CH:3]=1.[CH3:16][O:17][C:18]([O:22][Si](C)(C)C)=[C:19]([CH3:21])[CH3:20].C([O-])([O-])=O.[K+].[K+]>ClCCl.[Ti](Cl)(Cl)(Cl)Cl>[CH3:16][O:17][C:18](=[O:22])[C:19]([CH3:21])([CH3:20])[CH:7]([C:5]1[S:6][C:2]([Br:1])=[CH:3][CH:4]=1)[C:9]1[CH:14]=[CH:13][CH:12]=[C:11]([F:15])[CH:10]=1 |f:2.3.4|. Solvent: ClCCl (dichloromethane), ClCCl (dichloromethane). Product: COC(C(C(C1=CC(=CC=C1)F)C=1SC(=CC1)Br)(C)C)=O (3-(5-bromo-thiophen-2-yl)-3-(3-fluoro-phenyl)-2,2-dimethyl-propionic acid methyl ester). Starting materials: BrC1=CC=C(S1)C(O)C1=CC(=CC=C1)F ((5-bromo-thiophen-2-yl)-(3-fluoro-phenyl)-methanol), COC(=C(C)C)O[Si](C)(C)C ((1-methoxy-2-methyl-propenyloxy)-trimethyl-silane), C(=O)([O-])[O-].[K+].[K+] (K2CO3). Procedure details: To a solution of (5-bromo-thiophen-2-yl)-(3-fluoro-phenyl)-methanol (3.40 mmol) and (1-methoxy-2-methyl-propenyloxy)-trimethyl-silane (3.45 ml, 17 mmol) in dichloromethane (10 ml) at 0° C. was added a solution of titanium tetrachloride in dichloromethane (1M solution, 7.4 ml, 7.4 mmol) slowly. After being stirred at 0° C. for 10 minutes and room temperature for 3 hours, the reaction mixture was poured onto an iced aqueous K2CO3. The solution was extracted with dichloromethane. The organic layer ... The reagents and catalysts are [Ti](Cl)(Cl)(Cl)Cl (titanium tetrachloride). Conditions: temperature 0 celsius, time 3 hour. Reactants: CCO, O=C(O)c1c(Cl)cc(Cl)c(O)c1[N+](=O)[O-]. The product is Nc1c(O)c(Cl)cc(Cl)c1C(=O)O. As a reaction SMILES: [CH3:16][CH2:17][OH:18].[Cl:1][c:2]1[c:3]([OH:15])[c:4]([N+:12]([O-:13])=[O:14])[c:5]([C:6](=[O:7])[OH:8])[c:9]([Cl:11])[cH:10]1>>[Cl:1][c:2]1[c:3]([OH:15])[c:4]([NH2:12])[c:5]([C:6](=[O:7])[OH:8])[c:9]([Cl:11])[cH:10]1. Reactants: CC=1NC(=C(C1C(CC)C)C)C(=O)OCC (2,4-Dimethyl-3(α methyl n-propyl)-5-carbethoxy-pyrrole), C=O (paraformaldehyde). Yields the product CC=1NC(=C(C1C(CC)C)C)C (2,4,5-trimethyl-3-(αmethyl n-propyl)pyrrole). Reaction SMILES: [CH3:1][C:2]1[NH:3][C:4]([C:12](OCC)=O)=[C:5]([CH3:11])[C:6]=1[CH:7]([CH3:10])[CH2:8][CH3:9].C=O>>[CH3:1][C:2]1[NH:3][C:4]([CH3:12])=[C:5]([CH3:11])[C:6]=1[CH:7]([CH3:10])[CH2:8][CH3:9]. Procedure: 2,4-Dimethyl-3(α methyl n-propyl)-5-carbethoxy-pyrrole was reductively alkylated with paraformaldehyde to yield 2,4,5-trimethyl-3-(αmethyl n-propyl)pyrrole. ##STR99##